This data is from the Open Reaction Database (ORD), a public repository of structured organic reaction records. The task is: describe an organic reaction: reactants, conditions, products, and yield Reactants: FC=1C(=NC=CC1)N1CCNCC1 (1-(3-fluoropyridin-2-yl)piperazine), ClCC1=NC2=C(N1)C=CC=C2 (2-chloromethyl-1H-benzimidazole), C([O-])([O-])=O.[Cs+].[Cs+] (cesium carbonate). Conditions: time 1.25 hour. Isolated yield 36.2%. As a reaction SMILES: [F:1][C:2]1[C:3]([N:8]2[CH2:13][CH2:12][NH:11][CH2:10][CH2:9]2)=[N:4][CH:5]=[CH:6][CH:7]=1.Cl[CH2:15][C:16]1[NH:20][C:19]2[CH:21]=[CH:22][CH:23]=[CH:24][C:18]=2[N:17]=1.C(=O)([O-])[O-].[Cs+].[Cs+]>CN(C)C=O>[F:1][C:2]1[C:3]([N:8]2[CH2:9][CH2:10][N:11]([CH2:15][C:16]3[NH:20][C:19]4[CH:21]=[CH:22][CH:23]=[CH:24][C:18]=4[N:17]=3)[CH2:12][CH2:13]2)=[N:4][CH:5]=[CH:6][CH:7]=1 |f:2.3.4|. Solvent: CN(C=O)C (N,N-dimethylformamide). The product is FC=1C(=NC=CC1)N1CCN(CC1)CC1=NC2=C(N1)C=CC=C2 (2-{[4-(3-fluoropyridin-2-yl)piperazin-1-yl]methyl}-1H-benzimidazole). Procedure details: The product of Example 28B (0.50 g, 2.76 mmol), 2-chloromethyl-1H-benzimidazole (0.48 g, 2.90 mmol), and cesium carbonate (1.8 g, 5.52 mmol) were combined in N,N-dimethylformamide (28 mL) at 23° C. and stirred for 1.25 hours. The mixture was concentrated under reduced pressure and rinsed with 10% methanol/dichloromethane. The solid was filtered off and the filtrate concentrated under reduced pressure. The residue was impregnated onto flash silica gel and chromatographed on flash silica gel (10% ... Starting materials: C(=O)(O)C(O)C(O)C(=O)O.N[C@H](CC1=CNC=N1)C(=O)O (D-histidine tartrate), Cl (hydrochloric acid). The solvent is CO (methanol). Yields the product Cl.Cl.COC([C@H](N)CC1=CNC=N1)=O (D-histidine methylester dihydrochloride). RXN SMILES: [C:1](C(C(C(O)=O)O)O)(O)=O.[NH2:11][C@@H:12]([C:19]([OH:21])=[O:20])[CH2:13][C:14]1[N:18]=[CH:17][NH:16][CH:15]=1.[ClH:22]>CO>[ClH:22].[ClH:22].[CH3:1][O:20][C:19](=[O:21])[C@@H:12]([CH2:13][C:14]1[N:18]=[CH:17][NH:16][CH:15]=1)[NH2:11] |f:0.1,4.5.6|. Reported procedure: A process according to claim 1, further comprising the step of reacting the crude D-histidine tartrate with hydrochloric acid and methanol at reflux temperature to produce D-histidine methylester dihydrochloride. As a reaction SMILES: [Cl:10][CH2:11][Cl:12].[OH:1][CH2:2][C:3]([C:4](=[O:5])[O:6][CH3:7])([CH3:8])[CH3:9]>>[O:1]=[CH:2][C:3]([C:4](=[O:5])[O:6][CH3:7])([CH3:8])[CH3:9]. Reactants: ClCCl, COC(=O)C(C)(C)CO. The product is COC(=O)C(C)(C)C=O. Reactants: C(#C)C1(CN(CCC1)C(=O)OC(C)(C)C)O (tert-butyl 3-ethynyl-3-hydroxypiperidine-1-carboxylate), Cl (hydrogen chloride). The product is Cl.C(#C)C1(CNCCC1)O (3-Ethynylpiperidin-3-ol hydrochloride). RXN SMILES: [C:1]([C:3]1([OH:16])[CH2:8][CH2:7][CH2:6][N:5](C(OC(C)(C)C)=O)[CH2:4]1)#[CH:2].[ClH:17]>>[ClH:17].[C:1]([C:3]1([OH:16])[CH2:8][CH2:7][CH2:6][NH:5][CH2:4]1)#[CH:2] |f:2.3|. Procedure: 3-Ethynylpiperidin-3-ol hydrochloride was prepared from tert-butyl 3-ethynyl-3-hydroxypiperidine-1-carboxylate and hydrogen chloride using the procedure outlined in Example 3-30. Reactants: CO, COc1c(C)ccnc1[N+](=O)[O-]. The product is COc1c(C)ccnc1N. As a reaction SMILES: [CH3:13][OH:14].[CH3:1][O:2][c:3]1[c:4]([N+:10]([O-:11])=[O:12])[n:5][cH:6][cH:7][c:8]1[CH3:9]>>[CH3:1][O:2][c:3]1[c:4]([NH2:10])[n:5][cH:6][cH:7][c:8]1[CH3:9]. Reactants: CN(C)C=O (DMF), BrC=1C=CC=2C3=C(C(NC2C1)=O)C=NN3[C@@H]3COCC3 ((S)-7-bromo-1-(tetrahydrofuran-3-yl)-1H-pyrazolo[4,3-c]quinolin-4(5H)-one), C([O-])([O-])=O.[Cs+].[Cs+] (cesium carbonate), COC1=NC=C(C(=C1C)B(O)O)C ((2-methoxy-3,5-dimethyl-pyridin-4-yl)boronic acid), Example 29 ( 4 ). The reagents and catalysts are Cl[Pd]([P](C1=CC=CC=C1)(C2=CC=CC=C2)C3=CC=CC=C3)([P](C4=CC=CC=C4)(C5=CC=CC=C5)C6=CC=CC=C6)Cl (PdCl2(PPh3)2). Solvent: O (water), O (water). Reaction conditions: temperature 100 celsius, time 4.5 hour. Product: COC1=NC=C(C(=C1C)C=1C=CC=2C3=C(C(NC2C1)=O)C=NN3[C@@H]3COCC3)C ((S)-7-(2-methoxy-3,5-dimethylpyridin-4-yl)-1-(tetrahydrofuran-3-yl)-1H-pyrazolo[4,3-c]quinolin-4(5H)-one). RXN SMILES: Br[C:2]1[CH:3]=[CH:4][C:5]2[C:6]3[N:15]([C@H:16]4[CH2:20][CH2:19][O:18][CH2:17]4)[N:14]=[CH:13][C:7]=3[C:8](=[O:12])[NH:9][C:10]=2[CH:11]=1.[CH3:21][O:22][C:23]1[C:28]([CH3:29])=[C:27](B(O)O)[C:26]([CH3:33])=[CH:25][N:24]=1.C(=O)([O-])[O-].[Cs+].[Cs+].CN(C=O)C>Cl[Pd](Cl)([P](C1C=CC=CC=1)(C1C=CC=CC=1)C1C=CC=CC=1)[P](C1C=CC=CC=1)(C1C=CC=CC=1)C1C=CC=CC=1.O>[CH3:21][O:22][C:23]1[C:28]([CH3:29])=[C:27]([C:2]2[CH:3]=[CH:4][C:5]3[C:6]4[N:15]([C@H:16]5[CH2:20][CH2:19][O:18][CH2:17]5)[N:14]=[CH:13][C:7]=4[C:8](=[O:12])[NH:9][C:10]=3[CH:11]=2)[C:26]([CH3:33])=[CH:25][N:24]=1 |f:2.3.4,^1:47,66|. Procedure details: (S)-7-bromo-1-(tetrahydrofuran-3-yl)-1H-pyrazolo[4,3-c]quinolin-4(5H)-one (100 mg), (2-methoxy-3,5-dimethyl-pyridin-4-yl)boronic acid (65 mg) obtained in Preparation Example 29 (4) and cesium carbonate (293 mg) were added to a mixed solution of DMF (5 mL) and water (1 mL) at room temperature. PdCl2(PPh3)2 (10.5 mg) was added to the mixture in a nitrogen gas stream. The mixture was stirred at 80° C. for one hour and at 100° C. for 4.5 hours. After cooling the reaction mixture to room temperature,...